describe an organic reaction: reactants, conditions, products, and yield From a dataset of the Open Reaction Database (ORD), a public repository of structured organic reaction records. Reactants: NC(C)CCCCCCCCC (2-aminoundecane), [N+](=O)([O-])C=1C=C(C=CC1)C=CC(=O)Cl (3-(3-nitrophenyl)propenoyl chloride). The solvent is O1CCCC1 (tetrahydrofuran), O1CCCC1 (tetrahydrofuran). Reaction conditions: time 45 minute. Yields the product CC(CCCCCCCCC)NC(C=CC1=CC(=CC=C1)[N+](=O)[O-])=O (N-(1-Methyldecyl)-3-(3-Nitrophenyl)propenamide). Isolated yield 83.0%. As a reaction SMILES: [NH2:1][CH:2]([CH2:4][CH2:5][CH2:6][CH2:7][CH2:8][CH2:9][CH2:10][CH2:11][CH3:12])[CH3:3].[N+:13]([C:16]1[CH:17]=[C:18]([CH:22]=[CH:23][C:24](Cl)=[O:25])[CH:19]=[CH:20][CH:21]=1)([O-:15])=[O:14]>O1CCCC1>[CH3:3][CH:2]([NH:1][C:24](=[O:25])[CH:23]=[CH:22][C:18]1[CH:19]=[CH:20][CH:21]=[C:16]([N+:13]([O-:15])=[O:14])[CH:17]=1)[CH2:4][CH2:5][CH2:6][CH2:7][CH2:8][CH2:9][CH2:10][CH2:11][CH3:12]. Procedure details: To a stirred solution of 31.0 g. of 2-aminoundecane in 100 ml. of tetrahydrofuran, was added a solution of 19.0 g. 3-(3-nitrophenyl)propenoyl chloride in 100 ml. of tetrahydrofuran, dropwise, during 75 minutes, at ca. 5° C. After the addition, the mixture was allowed to warm to room temperature, and stirring was continued for 45 minutes. The solvent was removed by evaporation in vacuo, and the residue was partitioned between ethyl acetate and water. The ethyl acetate layer was removed, washed su...